From a dataset of the Open Reaction Database (ORD), a public repository of structured organic reaction records. describe an organic reaction: reactants, conditions, products, and yield The reactants are CN(C)C=O, [Cl-], O=[N+]([O-])c1ccccc1F, [H-], [H][H], [Na+], [Na+], Cn1ccnc1S. Yields the product Cn1ccnc1Sc1ccccc1[N+](=O)[O-]. Reaction SMILES: [CH3:24][N:25]([CH3:26])[CH:27]=[O:28].[Cl-:23].[F:12][c:13]1[c:14]([N+:19](=[O:20])[O-:21])[cH:15][cH:16][cH:17][cH:18]1.[H-:1].[H:10][H:11].[Na+:22].[Na+:2].[SH:3][c:4]1[n:5]([CH3:9])[cH:6][cH:7][n:8]1>>[S:3]([c:4]1[n:5]([CH3:9])[cH:6][cH:7][n:8]1)[c:13]1[c:14]([N+:19](=[O:20])[O-:21])[cH:15][cH:16][cH:17][cH:18]1. Reactants: OC(CC(=O)OCC)C (Racemic ethyl 3-hydroxybutyrate), P(=O)([O-])([O-])[O-].[K+].[K+].[K+] (potassium phosphate). Reaction conditions: time 2 hour. The product is O[C@H](CC(=O)OCC)C (Ethyl (S)-3-hydroxybutyrate). Isolated yield 97.0%. RXN SMILES: [OH:1][CH:2]([CH3:9])[CH2:3][C:4]([O:6][CH2:7][CH3:8])=[O:5].P([O-])([O-])([O-])=O.[K+].[K+].[K+]>>[OH:1][C@@H:2]([CH3:9])[CH2:3][C:4]([O:6][CH2:7][CH3:8])=[O:5] |f:1.2.3.4|. Procedure details: Racemic ethyl 3-hydroxybutyrate (1%, v/v) was added to the vial containing 5 ml potassium phosphate buffer (pH 8.0, 0.1 M) and Novozyme 435 (4%, w/v). The reaction was carried out at 30° C. for 2 hours. The reaction mixture was extracted with ethyl acetate and analyzed by above-mentioned method. Ethyl (S)-3-hydroxybutyrate (97% e.e) was obtained from organic solvent at 55% conversion. The aqueous solution was acidified with hydrochloric acid and extracted with organic solvent. After esterificati... The reactants are ClCC(=O)NC(CCC1=C(C=CC=C1)C(C)(C)O)C1=CC(=CC=C1)\C=C\C1=NC2=CC(=CC=C2C=C1)Cl (2-Chloro-N-{1-{3-[(E)-2-(7-chloro-quinolin-2-yl)-vinyl]-phenyl}-3-[2-(1-hydroxy-1-methyl-ethyl)-phenyl]-propyl}-acetamide), O (water), SCC(=O)O (2-mercaptoaceticacid), CC(C)([O-])C.[K+] (potassium tert-butoxide), O1CCCC1 (tetrahydrofuran). Solvent: C(C)(=O)O (acetic acid), C(C)OC(C)=O (ethylacetate). Run at time 5 hour. The product is ClC1=CC=C2C=CC(=NC2=C1)/C=C/C=1C=C(C=CC1)C(CCC1=C(C=CC=C1)C(C)(C)O)NC(=O)S(CCC(=O)O)C (3-({1-{3-[(E)-2-(7-Chloro-quinolin-2-yl)-vinyl]-phenyl}-3-[2-(1-hydroxy-1-methyl-ethyl)-phenyl]-propylcarbamoyl}-methylsulfanyl)-propionic acid). Reaction SMILES: ClC[C:3]([NH:5][CH:6]([C:19]1[CH:24]=[CH:23][CH:22]=[C:21](/[CH:25]=[CH:26]/[C:27]2[CH:36]=[CH:35][C:34]3[C:29](=[CH:30][C:31]([Cl:37])=[CH:32][CH:33]=3)[N:28]=2)[CH:20]=1)[CH2:7][CH2:8][C:9]1C=[CH:13][CH:12]=[CH:11][C:10]=1C(O)(C)C)=[O:4].[SH:38][CH2:39]C(O)=O.[CH3:43][C:44]([CH3:47])([O-:46])[CH3:45].[K+].[OH2:49].[O:50]1[CH2:54][CH2:53][CH2:52]C1>C(OC(=O)C)C.C(O)(=O)C>[Cl:37][C:31]1[CH:30]=[C:29]2[C:34]([CH:35]=[CH:36][C:27](/[CH:26]=[CH:25]/[C:21]3[CH:20]=[C:19]([CH:6]([NH:5][C:3]([SH:38]([CH3:39])[CH2:52][CH2:53][C:54]([OH:50])=[O:49])=[O:4])[CH2:7][CH2:8][C:9]4[CH:10]=[CH:11][CH:12]=[CH:13][C:43]=4[C:44]([OH:46])([CH3:47])[CH3:45])[CH:24]=[CH:23][CH:22]=3)=[N:28]2)=[CH:33][CH:32]=1 |f:2.3|. Procedure: (Ia.64): To a stirred solution of chloro-amide 28a (0.5 g, 0.93 mmol) in tetrahydrofuran (20 ml) kept under nitrogen was added 2-mercaptoaceticacid (0.130 g, 1.87 mmol) and potassium tert-butoxide (0.210 g, 1.87 mmol). The reaction mass was stirred for 5 hours, poured into water (100 ml) and acidified with glacial acetic acid (10 ml) followed by usual workup in ethylacetate and evaporation to give the residue. The resulted residue was purified by FC followed by trituration with hexane to afford ...